Dataset: the Open Reaction Database (ORD), a public repository of structured organic reaction records. Task: describe an organic reaction: reactants, conditions, products, and yield The reactants are CC(C)O, Cl, CC(C)N1CC(COc2ccc(CCOCC3CC3)cc2)OC1c1ccccc1. Yields the product CC(C)NCC(O)COc1ccc(CCOCC2CC2)cc1. As a reaction SMILES: [CH:30]([OH:31])([CH3:32])[CH3:33].[ClH:34].[c:1]1([CH:2]2[O:8][CH:9]([CH2:15][O:16][c:17]3[cH:18][cH:19][c:20]([CH2:23][CH2:24][O:25][CH2:26][CH:27]4[CH2:28][CH2:29]4)[cH:21][cH:22]3)[CH2:10][N:11]2[CH:12]([CH3:13])[CH3:14])[cH:3][cH:4][cH:5][cH:6][cH:7]1>>[OH:8][CH:9]([CH2:10][NH:11][CH:12]([CH3:13])[CH3:14])[CH2:15][O:16][c:17]1[cH:18][cH:19][c:20]([CH2:23][CH2:24][O:25][CH2:26][CH:27]2[CH2:28][CH2:29]2)[cH:21][cH:22]1. Starting materials: C(CCC)[Li] (butyl lithium), C1(=CC=C(C=C1)C[C@@H]1CCC(N1)=O)C1=CC=CC=C1 ((S)-5-biphenyl-4-ylmethylpyrrolidin-2-one), ClC(=O)OCC1=CC=CC=C1 (benzyl chloroformate). The solvent is CCCCCC (hexane), C1CCOC1 (THF). Run at temperature -78 celsius, time 30 minute. The product is C(C1=CC=CC=C1)OC(=O)N1[C@@H](CCC1=O)CC1=CC=C(C=C1)C1=CC=CC=C1 ((S)-2-Biphenyl-4-ylmethyl-5-oxo-pyrrolidine-1-carboxylic acid benzyl ester). As a reaction SMILES: [C:1]1([C:14]2[CH:19]=[CH:18][CH:17]=[CH:16][CH:15]=2)[CH:6]=[CH:5][C:4]([CH2:7][C@H:8]2[NH:12][C:11](=[O:13])[CH2:10][CH2:9]2)=[CH:3][CH:2]=1.C([Li])CCC.Cl[C:26]([O:28][CH2:29][C:30]1[CH:35]=[CH:34][CH:33]=[CH:32][CH:31]=1)=[O:27]>C1COCC1.CCCCCC>[CH2:29]([O:28][C:26]([N:12]1[C:11](=[O:13])[CH2:10][CH2:9][C@H:8]1[CH2:7][C:4]1[CH:3]=[CH:2][C:1]([C:14]2[CH:15]=[CH:16][CH:17]=[CH:18][CH:19]=2)=[CH:6][CH:5]=1)=[O:27])[C:30]1[CH:35]=[CH:34][CH:33]=[CH:32][CH:31]=1. Procedure details: 1 g (4 mmol) (S)-5-biphenyl-4-ylmethylpyrrolidin-2-one (1-a, R1=H) is dissolved in 10 ml dry THF and cooled to −78° C. After the addition of 2.76 ml butyl lithium in hexane (1.59 M), the yellow solution is stirred at −78° C. for 30 min. Subsequently, 676 l (820 mg, 4.8 mmol) benzyl chloroformate (Cbz-Cl) is added and stirring is continued at −78° C. for 2 h. The reaction is then quenched by addition of 12 ml saturated NH4Cl solution followed by 10 ml water and then extracted with 2×40 ml isoprop... Reactants: CNC1CN(CC1)CC1=CC=CC=C1 (3-(methylamino)-1-benzylpyrrolidine), CC(C)(C)OC(=O)OC(=O)OC(C)(C)C ((Boc)2O), iii, C(=O)(C)Cl (AcCl), C(F)(F)(F)C(=O)O (CF3CO2H), iv, ii, CCN(C(C)C)C(C)C (i-Pr2NEt). Reagents/catalysts: [Pd] (Pd/C). Run in C(Cl)Cl (CH2Cl2), CO (MeOH), CCO (EtOH). The product is CNC1CN(CC1)C(C)=O (3-(Methylamino)-1-acetylpyrrolidine). Reaction SMILES: [CH3:1][NH:2][CH:3]1[CH2:7][CH2:6][N:5]([CH2:8][C:9]2C=CC=CC=2)[CH2:4]1.CC([O:19]C(OC(OC(C)(C)C)=O)=O)(C)C.C(Cl)(C)=O.CCN(C(C)C)C(C)C.C(C(O)=O)(F)(F)F>[Pd].C(Cl)Cl.CCO.CO>[CH3:1][NH:2][CH:3]1[CH2:7][CH2:6][N:5]([C:8](=[O:19])[CH3:9])[CH2:4]1. Procedure details: 3-(Methylamino)-1-acetylpyrrolidine was prepared from 3-(methylamino)-1-benzylpyrrolidine (TCI America) after four steps: i) (Boc)2O, MeOH, rt; ii) H2 (1 atm), 10% Pd/C, EtOH; iii) AcCl, i-Pr2NEt, CH2C1-2; iv) CF3CO2H, CH2Cl2. (m/z): [M+H]+ calcd for C7H14N2O: 143.12; found, 143.0. Reactants: [H-].[Na+] (NaH), BrC1=CC=C(C=C1)C(C)O (1-(4-bromophenyl)ethanol), ClC1=NC=CC=N1 (2-chloropyrimidine). The solvent is CN(C=O)C (N,N-dimethylformamide). Run at temperature 40 celsius, time 0.5 hour. Yields the product BrC1=CC=C(C=C1)C(C)OC1=NC=CC=N1 (2-(1-(4-bromophenyl)ethoxy)pyrimidine). Yield: 94.0%. Reaction SMILES: [H-].[Na+].[Br:3][C:4]1[CH:9]=[CH:8][C:7]([CH:10]([OH:12])[CH3:11])=[CH:6][CH:5]=1.Cl[C:14]1[N:19]=[CH:18][CH:17]=[CH:16][N:15]=1>CN(C)C=O>[Br:3][C:4]1[CH:9]=[CH:8][C:7]([CH:10]([O:12][C:14]2[N:19]=[CH:18][CH:17]=[CH:16][N:15]=2)[CH3:11])=[CH:6][CH:5]=1 |f:0.1|. Procedure: NaH (300 mg, 60%, 7.5 mmol) was suspended in N,N-dimethylformamide. 1-(4-bromophenyl)ethanol was added to the above mixture and stirred at 40° C. for 0.5 hour. Then 2-chloropyrimidine was added to the above mixture and stirred at 100° C. for 12 hours. The mixture was concentrated to give a residue. The residue was purified by column chromatography (silica gel, petroleum ethe/ethyl acetate=3:1) to give 2-(1-(4-bromophenyl)ethoxy)pyrimidine as a white solid (2.6 g, 94%). LRMS (M+H+) m/z: calcd 278...